Dataset: the Open Reaction Database (ORD), a public repository of structured organic reaction records. Task: describe an organic reaction: reactants, conditions, products, and yield Reactants: Cc1ccc(NC(=O)c2ccc(CN3CCN(C)CC3)cc2)cc1Nc1nccc(-c2cccnc2)n1, CS(=O)(=O)O, ClC(Cl)Cl. The product is Cc1ccc(NC(=O)c2ccc(CN3CCN(C)CC3)cc2)cc1Nc1nccc(-c2cccnc2)n1, CS(=O)(=O)O. Reaction SMILES: [CH3:1][N:2]1[CH2:3][CH2:4][N:5]([CH2:8][c:9]2[cH:10][cH:11][c:12]([C:15](=[O:16])[NH:17][c:18]3[cH:19][cH:20][c:21]([CH3:22])[c:23]([NH:24][c:25]4[n:26][cH:27][cH:28][c:29](-[c:31]5[cH:32][cH:33][cH:34][n:35][cH:36]5)[n:30]4)[cH:37]3)[cH:13][cH:14]2)[CH2:6][CH2:7]1.[CH3:38][S:39]([OH:40])(=[O:41])=[O:42].[CH:43]([Cl:44])([Cl:45])[Cl:46]>>[CH3:1][N:2]1[CH2:3][CH2:4][N:5]([CH2:8][c:9]2[cH:10][cH:11][c:12]([C:15](=[O:16])[NH:17][c:18]3[cH:19][cH:20][c:21]([CH3:22])[c:23]([NH:24][c:25]4[n:26][cH:27][cH:28][c:29](-[c:31]5[cH:32][cH:33][cH:34][n:35][cH:36]5)[n:30]4)[cH:37]3)[cH:13][cH:14]2)[CH2:6][CH2:7]1.[CH3:38][S:39](=[O:40])(=[O:41])[OH:42]. Yield: 32.0%. Reactants: 2-Bromo-1,3-cyclohexadione, Br.BrC1CCC2=C(N3C(S2)=NC=N3)C1=O (7-Bromo-5,6-dihydro[1,2,4]triazolo[5,1-b]benzothiazole-8 (7H)-one hydrobromide), NC1=NC=CC=C1 (2-aminopyridine). The solvent is C(C)O (ethanol). Procedure: 2-Bromo-1,3-cyclohexadione (9.55 g) prepared in Example 1, Route 1 (A) and 2-aminopyridine (4.7 g) were dissolved into absolute ethanol (200 ml), and the reaction mixture was heated to reflux for 20 hours. After completion of the reaction, the reaction mixture was concentrated under reduced pressure, and the residue was dissolved into water. The solution was neutralized with sodium carbonate, extracted with chloroform three times, dried over magnesium sulfate, and concentrated under reduced pres... As a reaction SMILES: Br.Br[CH:3]1[C:14](=[O:15])[C:7]2[N:8]3N=C[N:11]=[C:9]3S[C:6]=2[CH2:5][CH2:4]1.NC1[CH:22]=[CH:21][CH:20]=[CH:19]N=1>C(O)C>[CH:19]1[N:8]2[C:9](=[N:11][C:6]3[CH2:5][CH2:4][CH2:3][C:14](=[O:15])[C:7]=32)[CH:22]=[CH:21][CH:20]=1 |f:0.1|. Yields the product C1=CC=CC2=NC3=C(N21)C(CCC3)=O (6,7-Dihydropyrido[1,2-a]benzimidazole-9(8H)-one). Starting materials: O=C=Nc1c(Cl)cccc1Cl, CNc1cc(Nc2ccc(F)cc2F)ncn1. Product: CN(C(=O)Nc1c(Cl)cccc1Cl)c1cc(Nc2ccc(F)cc2F)ncn1. As a reaction SMILES: [Cl:18][c:19]1[c:20]([N:26]=[C:27]=[O:28])[c:21]([Cl:25])[cH:22][cH:23][cH:24]1.[F:1][c:2]1[c:3]([NH:9][c:10]2[n:11][cH:12][n:13][c:14]([NH:16][CH3:17])[cH:15]2)[cH:4][cH:5][c:6]([F:8])[cH:7]1>>[F:1][c:2]1[c:3]([NH:9][c:10]2[n:11][cH:12][n:13][c:14]([N:16]([CH3:17])[C:27]([NH:26][c:20]3[c:19]([Cl:18])[cH:24][cH:23][cH:22][c:21]3[Cl:25])=[O:28])[cH:15]2)[cH:4][cH:5][c:6]([F:8])[cH:7]1.